Task: describe an organic reaction: reactants, conditions, products, and yield. Dataset: the Open Reaction Database (ORD), a public repository of structured organic reaction records Reactants: C(C)[SiH](CC)CC (triethylsilane), ClC1=CC(=C(C=C1)C(=O)C1=C(N=C2N1N=C(C=C2CN2CCOCC2)Cl)C)F ((4-chloro-2-fluorophenyl)(6-chloro-2-methyl-8-(morpholinomethyl)imidazo[1,2-b]pyridazin-3-yl)methanone), FC(C(=O)O)(F)F (trifluoro acetic acid). The product is Cl.ClC=1C=C(C=2N(N1)C(=C(N2)C)CC2=C(C=C(C=C2)Cl)F)CN2CCOCC2 (4-((6-chloro-3-(4-chloro-2-fluorobenzyl)-2-methylimidazo[1,2-b]pyridazin-8-yl)methyl)morpholine hydrochloride). Reaction SMILES: C([SiH](CC)CC)C.[Cl:8][C:9]1[CH:14]=[CH:13][C:12]([C:15]([C:17]2[N:21]3[N:22]=[C:23]([Cl:33])[CH:24]=[C:25]([CH2:26][N:27]4[CH2:32][CH2:31][O:30][CH2:29][CH2:28]4)[C:20]3=[N:19][C:18]=2[CH3:34])=O)=[C:11]([F:35])[CH:10]=1.FC(F)(F)C(O)=O>>[ClH:8].[Cl:33][C:23]1[CH:24]=[C:25]([CH2:26][N:27]2[CH2:28][CH2:29][O:30][CH2:31][CH2:32]2)[C:20]2[N:21]([C:17]([CH2:15][C:12]3[CH:13]=[CH:14][C:9]([Cl:8])=[CH:10][C:11]=3[F:35])=[C:18]([CH3:34])[N:19]=2)[N:22]=1 |f:3.4|. Procedure: At 26° C., combine triethylsilane (110 g, 946 mmol) and (4-chloro-2-fluorophenyl)(6-chloro-2-methyl-8-(morpholinomethyl)imidazo[1,2-b]pyridazin-3-yl)methanone (50.1 g, 117.06 mmol) to form a solution. Add trifluoro acetic acid (150 mL, 1.98 mol) to the reaction mixture then heat at 78° C. for 24 h. Cool the reaction to ambient temperature and separate the mixture to remove the top layer. Dissolve the bottom layer with ethyl acetate (1 L) and adjust the pH to 11 with sodium hydroxide (4 N, 500 mL... The reagents and catalysts are [Pt]=O (platinum oxide). Conditions: time 1 hour. As a reaction SMILES: [N:1]([CH2:4][CH2:5][CH2:6][C:7]1([C:29]2[CH:34]=[CH:33][CH:32]=[CH:31][CH:30]=2)[N:11]([C:12]([N:14]([O:16][C:17]([CH3:20])([CH3:19])[CH3:18])[CH3:15])=[O:13])[N:10]=[C:9]([C:21]2[CH:26]=[C:25]([F:27])[CH:24]=[CH:23][C:22]=2[F:28])[S:8]1)=[N+]=[N-].Cl>CO.[Pt]=O>[NH2:1][CH2:4][CH2:5][CH2:6][C:7]1([C:29]2[CH:34]=[CH:33][CH:32]=[CH:31][CH:30]=2)[N:11]([C:12]([N:14]([O:16][C:17]([CH3:20])([CH3:19])[CH3:18])[CH3:15])=[O:13])[N:10]=[C:9]([C:21]2[CH:26]=[C:25]([F:27])[CH:24]=[CH:23][C:22]=2[F:28])[S:8]1. Solvent: CO (methanol). Procedure: To a solution of 2-(3-azidopropyl)-N-tert-butoxy-5-(2,5-difluorophenyl)-N-methyl-2-phenyl-1,3,4-thiadiazole-3(2H)-carboxamide (0.032 g, 0.065 mmol) and platinum oxide (15 mg) in methanol (3 mL) was added HCl (5.3 M solution in dioxane, 0.05 mL). After stirring under a hydrogen balloon for 1 hour, the mixture was filtered and the filtrate was concentrated under reduced pressure to provide the product. Starting materials: N(=[N+]=[N-])CCCC1(SC(=NN1C(=O)N(C)OC(C)(C)C)C1=C(C=CC(=C1)F)F)C1=CC=CC=C1 (2-(3-azidopropyl)-N-tert-butoxy-5-(2,5-difluorophenyl)-N-methyl-2-phenyl-1,3,4-thiadiazole-3(2H)-carboxamide), Cl (HCl). Product: NCCCC1(SC(=NN1C(=O)N(C)OC(C)(C)C)C1=C(C=CC(=C1)F)F)C1=CC=CC=C1 (2-(3-aminopropyl)-N-tert-butoxy-5-(2,5-difluorophenyl)-N-methyl-2-phenyl-1,3,4-thiadiazole-3(2H)-carboxamide).